Dataset: the Open Reaction Database (ORD), a public repository of structured organic reaction records. Task: describe an organic reaction: reactants, conditions, products, and yield Reactants: Cc1ccccc1, CC#N, [Na+], [OH-], O, OCc1ccc(Br)nc1, O=S(Cl)Cl. The product is ClCc1ccc(Br)nc1. RXN SMILES: [CH3:16][c:17]1[cH:18][cH:19][cH:20][cH:21][cH:22]1.[CH3:23][C:24]#[N:25].[Na+:15].[OH-:14].[OH2:26].[OH:5][CH2:6][c:7]1[cH:8][n:9][c:10]([Br:13])[cH:11][cH:12]1.[S:1]([Cl:2])([Cl:3])=[O:4]>>[Cl:3][CH2:6][c:7]1[cH:8][n:9][c:10]([Br:13])[cH:11][cH:12]1. The product is BrC=1C=C(C=C(C1)I)CO ((3-Bromo-5-iodophenyl)methanol). As a reaction SMILES: [Br:1][C:2]1[CH:3]=[C:4]([CH:8]=[C:9]([I:11])[CH:10]=1)[C:5](O)=[O:6]>C1COCC1>[Br:1][C:2]1[CH:3]=[C:4]([CH2:5][OH:6])[CH:8]=[C:9]([I:11])[CH:10]=1. Starting materials: BrC=1C=C(C(=O)O)C=C(C1)I (3-bromo-5-iodobenzoic acid). Reaction conditions: time 3 day. Procedure details: To a solution of 3-bromo-5-iodobenzoic acid (1.0 eq.) in THF (0.2 M) at RT was added borane-methyl sulfide complex (1.5 eq). After 3 days of stirring at RT, the reaction mixture was quenched cautiously with 2 N aq. HCl and extracted with ether. The combined organic extracts were washed with 1 N aq. NaOH, water and brine, dried over MgSO4 and filtered. Concentration of the filtrate in vacuo afforded the title compound as a colorless oil. Solvent: C1CCOC1 (THF). Procedure: Substituting 2-aminomethyl-6-methylpyridine for the 2-(2-methylaminoethyl)pyridine of Example 16, and following the procedure described therein, gives trans-2-[[2-[[3,5-bis(1,1-dimethylethyl)phenyl]thio]cyclohexyl]thio]-N-[(6-methylpyridine-2-yl)methyl]acetamide. ##STR99## Starting materials: NCC1=NC(=CC=C1)C (2-aminomethyl-6-methylpyridine), CC(C)(C)C=1C=C(C=C(C1)C(C)(C)C)S[C@H]1[C@@H](CCCC1)SCC(=O)N(CCC1=NC=CC=C1)C (trans-2-[[2-[[3,5-bis(1,1-dimethylethyl)phenyl]thio]cyclohexyl]thio]-N-methyl-N-(2-pyridinylethyl)acetamide). Yields the product CC(C)(C)C=1C=C(C=C(C1)C(C)(C)C)S[C@H]1[C@@H](CCCC1)SCC(=O)NCC1=NC(=CC=C1)C (trans-2-[[2-[[3,5-bis(1,1-dimethylethyl)phenyl]thio]cyclohexyl]thio]-N-[(6-methylpyridine-2-yl)methyl]acetamide). As a reaction SMILES: [NH2:1][CH2:2][C:3]1[CH:8]=[CH:7][CH:6]=[C:5]([CH3:9])[N:4]=1.[CH3:10][C:11]([C:14]1[CH:15]=[C:16]([S:24][C@@H:25]2[CH2:30][CH2:29][CH2:28][CH2:27][C@H:26]2[S:31][CH2:32][C:33](N(C)CCC2C=CC=CN=2)=[O:34])[CH:17]=[C:18]([C:20]([CH3:23])([CH3:22])[CH3:21])[CH:19]=1)([CH3:13])[CH3:12]>>[CH3:23][C:20]([C:18]1[CH:17]=[C:16]([S:24][C@@H:25]2[CH2:30][CH2:29][CH2:28][CH2:27][C@H:26]2[S:31][CH2:32][C:33]([NH:1][CH2:2][C:3]2[CH:8]=[CH:7][CH:6]=[C:5]([CH3:9])[N:4]=2)=[O:34])[CH:15]=[C:14]([C:11]([CH3:10])([CH3:12])[CH3:13])[CH:19]=1)([CH3:21])[CH3:22]. Starting materials: COC(=O)C=1N=C(C2=CC(=CC=C2C1O)OC1=CC=CC=C1)C#N (1-cyano-4-hydroxy-7-phenoxy-isoquinoline-3-carboxylic acid methyl ester), NCCCCC(=O)O (5-amino-pentanoic acid), C[O-].[Na+].CO (NaOMe MeOH), Cl (HCl). Solvent: O (water). Yields the product C(#N)C1=NC(=C(C2=CC=C(C=C12)OC1=CC=CC=C1)O)C(=O)NCCCCC(=O)O (5-[(1-Cyano-4-hydroxy-7-phenoxy-isoquinoline-3-carbonyl)-amino]-pentanoic acid). Isolated yield 51.6%. As a reaction SMILES: CO[C:3]([C:5]1[N:6]=[C:7]([C:23]#[N:24])[C:8]2[C:13]([C:14]=1[OH:15])=[CH:12][CH:11]=[C:10]([O:16][C:17]1[CH:22]=[CH:21][CH:20]=[CH:19][CH:18]=1)[CH:9]=2)=[O:4].[NH2:25][CH2:26][CH2:27][CH2:28][CH2:29][C:30]([OH:32])=[O:31].C[O-].[Na+].CO.Cl>O>[C:23]([C:7]1[C:8]2[C:13](=[CH:12][CH:11]=[C:10]([O:16][C:17]3[CH:22]=[CH:21][CH:20]=[CH:19][CH:18]=3)[CH:9]=2)[C:14]([OH:15])=[C:5]([C:3]([NH:25][CH2:26][CH2:27][CH2:28][CH2:29][C:30]([OH:32])=[O:31])=[O:4])[N:6]=1)#[N:24] |f:2.3.4|. Procedure details: A mixture of 1-cyano-4-hydroxy-7-phenoxy-isoquinoline-3-carboxylic acid methyl ester (100 mg, 0.31 mmol) and 5-amino-pentanoic acid (110 mg, 0.94 mmol) (Aldrich) in 0.5 M NaOMe/MeOH (1.25 mL, 0.63 mmol) was microwaved at 120° C. for 1 h. Reaction mixture was diluted with water (60 mL), acidified by 1 N HCl to pH=3-4. Precipitate was collected and dried. The crude product was triturated with MeOH (2 mL). Solid was collected and dried in vacuo to provide the title compound 65 mg (0.16 mmol) in 52%...